Dataset: the Open Reaction Database (ORD), a public repository of structured organic reaction records. Task: describe an organic reaction: reactants, conditions, products, and yield Starting materials: COc1cccc(CC(=O)O)c1, O=C(Cl)C(=O)Cl, ClCCl, CCOc1nc(N)cc(N)c1C#N, O, c1ccncc1. The product is CCOc1nc(NC(=O)Cc2cccc(OC)c2)cc(N)c1C#N. Reaction SMILES: [CH3:1][O:2][c:3]1[cH:4][c:5]([CH2:9][C:10](=[O:11])[OH:12])[cH:6][cH:7][cH:8]1.[Cl:13][C:14]([C:15]([Cl:16])=[O:17])=[O:18].[Cl:32][CH2:33][Cl:34].[NH2:19][c:20]1[cH:21][c:22]([NH2:31])[n:23][c:24]([O:28][CH2:29][CH3:30])[c:25]1[C:26]#[N:27].[OH2:41].[cH:35]1[cH:36][cH:37][n:38][cH:39][cH:40]1>>[CH3:1][O:2][c:3]1[cH:4][c:5]([CH2:9][C:10](=[O:12])[NH:31][c:22]2[cH:21][c:20]([NH2:19])[c:25]([C:26]#[N:27])[c:24]([O:28][CH2:29][CH3:30])[n:23]2)[cH:6][cH:7][cH:8]1. The reactants are BrC=1C=CC(=C(C(=O)C2=CC=C(C=C2)C)C1)O (5-bromo-2-hydroxy-4'-methylbenzophenone), BrC=1C=CC(=C(C(=O)C2=CC=C(C=C2)C)C1)O (5-bromo-2-hydroxy-4'-methylbenzophenone), BrC=1C=CC(=C(C(=O)C2=CC(=CC=C2)C)C1)OC (5-bromo-2-methoxy-3'-methylbenzophenone), BrC=1C=CC(=C(C(=O)C2=CC(=CC=C2)C)C1)OC (5-bromo-2-methoxy-3'-methylbenzophenone). The product is BrC=1C=CC(=C(C(=O)C2=CC(=CC=C2)C)C1)O (5-Bromo-2-hydroxy-3'-methylbenzophenone). RXN SMILES: BrC1C=CC(O)=C(C=1)C(C1C=CC(C)=CC=1)=O.[Br:18][C:19]1[CH:20]=[CH:21][C:22]([O:34]C)=[C:23]([CH:33]=1)[C:24]([C:26]1[CH:31]=[CH:30][CH:29]=[C:28]([CH3:32])[CH:27]=1)=[O:25]>>[Br:18][C:19]1[CH:20]=[CH:21][C:22]([OH:34])=[C:23]([CH:33]=1)[C:24]([C:26]1[CH:31]=[CH:30][CH:29]=[C:28]([CH3:32])[CH:27]=1)=[O:25]. Procedure: Employing the same general procedure as for the preparation 5-bromo-2-hydroxy-4'-methylbenzophenone (Compound K), 533 mg (1.7 mmol) of 5-bromo-2-methoxy-3'-methylbenzophenone (Compound J) was converted into the title compound using 2.6 mL (2.6 mmol) of boron tribromide (1M in dichloromethane) and 15 mL of dichloromethane. Purification by flash chromatography (silica, 10% ethyl acetate in hexane) gave the title compound as a white solid. Starting materials: C(C)(C)Br (isopropylbromide), C1(=CC=CC=C1)C1=C2CCNCC2CC2=C1C=CC=C2 (1,2,3,4,10,10a-hexahydro-5phenylbenz[g]isoquinoline), C([O-])([O-])=O.[Na+].[Na+] (sodium carbonate), [I-].[Na+] (sodium iodide). Run in CN(C=O)C (dimethylformamide), CN(C=O)C (dimethylformamide). Conditions: time 3.5 hour. Product: C(C)(C)N1CC2CC3=C(C(=C2CC1)C1=CC=CC=C1)C=CC=C3 (1,2,3,4,10,10a-Hexahydro-2-isopropyl-5-phenylbenz[g]isoquinoline). Reaction SMILES: [C:1]1([C:7]2[C:16]3[CH:17]=[CH:18][CH:19]=[CH:20][C:15]=3[CH2:14][CH:13]3[C:8]=2[CH2:9][CH2:10][NH:11][CH2:12]3)[CH:6]=[CH:5][CH:4]=[CH:3][CH:2]=1.C(=O)([O-])[O-].[Na+].[Na+].[I-].[Na+].[CH:29](Br)([CH3:31])[CH3:30]>CN(C)C=O>[CH:29]([N:11]1[CH2:10][CH2:9][C:8]2[CH:13]([CH2:14][C:15]3[CH:20]=[CH:19][CH:18]=[CH:17][C:16]=3[C:7]=2[C:1]2[CH:2]=[CH:3][CH:4]=[CH:5][CH:6]=2)[CH2:12]1)([CH3:31])[CH3:30] |f:1.2.3,4.5|. Procedure details: A mixture of 22.0 g of 1,2,3,4,10,10a-hexahydro-5phenylbenz[g]isoquinoline, 20.0 g of sodium carbonate and 0.2 g of sodium iodide in 180 ml of dimethylformamide are preheated to 50°. 16.5 g of isopropylbromide in 50 ml of dimethylformamide are added dropwise to the suspension over a 2 hour period, the reaction mixture further stirred for 3.5 hours at the same temperature, cooled and poured onto ice/water. The organic substance is extracted with benzene, the extracts washed with water, dried over... Reactants: O.NN (hydrazine hydrate), COC=1C=C(C=CC1)C(=O)C(=O)C1=CC(=CC=C1)OC (3,3'-dimethoxybenzil). Reagents/catalysts: C(C)(=O)O (acetic acid). The solvent is C(C)O (ethanol), C(C)O (ethanol). Reaction conditions: temperature 65 celsius, time 48 hour. Yields the product COC=1C=C(C=CC1)C(C(=O)C1=CC(=CC=C1)OC)=NN (3,3'-dimethoxybenzil hydrazone). As a reaction SMILES: O.[NH2:2][NH2:3].[CH3:4][O:5][C:6]1[CH:7]=[C:8]([C:12]([C:14]([C:16]2[CH:21]=[CH:20][CH:19]=[C:18]([O:22][CH3:23])[CH:17]=2)=[O:15])=O)[CH:9]=[CH:10][CH:11]=1>C(O)C.C(O)(=O)C>[CH3:4][O:5][C:6]1[CH:7]=[C:8]([C:12](=[N:2][NH2:3])[C:14]([C:16]2[CH:21]=[CH:20][CH:19]=[C:18]([O:22][CH3:23])[CH:17]=2)=[O:15])[CH:9]=[CH:10][CH:11]=1 |f:0.1|. Procedure: To a solution of 1.0 g hydrazine hydrate in 25 ml ethanol is added a warm solution of 3,3'-dimethoxybenzil, 7.0 g in 125 ml ethanol. The solution is heated to 65° C for 48 hours. Three drops of acetic acid are added and heating is continued for 48 hours. The solution is concentrated, diluted with 100 ml water and extracted with methylene chloride. The organic layer is removed, dried over magnesium sulfate and the solvent removed. The oily residue is chromatographed on 200 g of BioSil-A using chl... The reactants are BrCC1=CC=C(C(=O)C2=CC=C(C=C2)Cl)C=C1 (4-bromomethyl-4'-chlorobenzophenone), [S-]C#N.[Na+] (sodium thiocyanate), C(C)O (ethanol). Solvent: C(C)(=O)OCC (ethyl acetate). Conditions: temperature 60 celsius, time 1 hour. The product is ClC1=CC=C(C(=O)C2=CC=C(C=C2)CSC#N)C=C1 (4-Chloro-4'-thiocyanatomethylbenzophenone). The yield is 41.5%. Reaction SMILES: Br[CH2:2][C:3]1[CH:17]=[CH:16][C:6]([C:7]([C:9]2[CH:14]=[CH:13][C:12]([Cl:15])=[CH:11][CH:10]=2)=[O:8])=[CH:5][CH:4]=1.[S-:18][C:19]#[N:20].[Na+].C(O)C>C(OCC)(=O)C>[Cl:15][C:12]1[CH:13]=[CH:14][C:9]([C:7]([C:6]2[CH:16]=[CH:17][C:3]([CH2:2][S:18][C:19]#[N:20])=[CH:4][CH:5]=2)=[O:8])=[CH:10][CH:11]=1 |f:1.2|. Procedure: 4-bromomethyl-4'-chlorobenzophenone (5.7 g) and sodium thiocyanate (5.5 g) were added to ethanol (50 ml), and the mixture was stirred for one hour at 60° C. The reaction mixture was concentrated, and water was added to the residue. The mixture was extracted with ethyl acetate. The ethyl acetate layer was washed with water and then dried over anhydrous magnesium sulfate. Ethyl acetate was distilled off under reduced pressure. The residual solid was washed with a solvent mixture of n-hexane:ethyl ... The reactants are [N-]=[N+]=[N-] (azide), CC1=CC=C(C=C1)S(=O)(=O)OCC1OC2=C(C1)C=CC=C2C2=CC=C(C=C2)F ((±)-[7-(4-fluorophenyl)-2,3-dihydro-1-benzofuran-2-yl]methyl 4-methylbenzenesulfonate), N(=[N+]=[N-])CC1OC2=C(C1)C=CC=C2C2=CC=C(C=C2)F ((±)-2-(azidomethyl)-7-(4-fluorophenyl)-2,3-dihydro-1-benzofuran), [N-]=[N+]=[N-].[Na+] (sodium azide), Intermediate 98, hydrochloride salt. The reagents and catalysts are [Pd] (palladium on carbon). Product: FC1=CC=C(C=C1)C1=CC=CC=2CC(OC21)CN ((±)-1-[7-(4-fluorophenyl)-2,3-dihydro-1-benzofuran-2-yl]methanamine). The yield is 64.0%. As a reaction SMILES: CC1C=CC(S(OCC2CC3C=CC=C(C4C=CC(F)=CC=4)C=3O2)(=O)=O)=CC=1.[N-]=[N+]=[N-].[Na+].[N:33]([CH2:36][CH:37]1[CH2:41][C:40]2[CH:42]=[CH:43][CH:44]=[C:45]([C:46]3[CH:51]=[CH:50][C:49]([F:52])=[CH:48][CH:47]=3)[C:39]=2[O:38]1)=[N+]=[N-].[N-]=[N+]=[N-]>[Pd]>[F:52][C:49]1[CH:48]=[CH:47][C:46]([C:45]2[C:39]3[O:38][CH:37]([CH2:36][NH2:33])[CH2:41][C:40]=3[CH:42]=[CH:43][CH:44]=2)=[CH:51][CH:50]=1 |f:1.2|. Procedure details: Treatment of (±)-[7-(4-fluorophenyl)-2,3-dihydro-1-benzofuran-2-yl]methyl 4-methylbenzenesulfonate (1.1 g, 3.01 mmol) with sodium azide (0.784 g, 12.04 mmol) generally according to the procedure described for Intermediate 98 afforded (±)-2-(azidomethyl)-7-(4-fluorophenyl)-2,3-dihydro-1-benzofuran. Treatment of the azide with palladium on carbon (0.074 g, 10 wt. %) generally according to the procedure described for Example 1 provided 0.542 g (64%) of (±)-1-[7-(4-fluorophenyl)-2,3-dihydro-1-benzof... Starting materials: [H-].[Na+] (Sodium hydride), CO (methanol), BrC=1C=CC(=NC1Cl)C#N (5-bromo-6-chloropyridine-2-carbonitrile), BrC=1C=CC(=NC1OC)C(OC)=N (methyl 5-bromo-6-methoxypyridine-2-carboximidoate). Solvent: O1CCCC1 (tetrahydrofuran), O1CCCC1 (tetrahydrofuran). Run at time 55 minute. Yields the product Cl.CC1=NC=CC(=C1)C=1C(NC(=CC1)C(=O)O)=O (2′-Methyl-2-oxo-1,2-dihydro-3,4′-bipyridine-6-carboxylic acid, hydrochloride salt). As a reaction SMILES: Br[C:2]1[CH:3]=[CH:4][C:5]([C:10](=N)[O:11]C)=[N:6][C:7]=1[O:8]C.[H-].[Na+].C[OH:17].Br[C:19]1[CH:20]=[CH:21][C:22]([C:26]#N)=[N:23][C:24]=1[Cl:25]>O1CCCC1>[ClH:25].[CH3:26][C:22]1[CH:21]=[C:20]([C:2]2[C:7](=[O:8])[NH:6][C:5]([C:10]([OH:11])=[O:17])=[CH:4][CH:3]=2)[CH:19]=[CH:24][N:23]=1 |f:1.2,6.7|. Reported procedure: Synthesis of methyl 5-bromo-6-methoxypyridine-2-carboximidoate (C29). Sodium hydride (60% dispersion in mineral oil, 3.57 g, 93.8 mmol) was added portion-wise over a 20 minute period to a stirred solution of methanol (7.1 mL) in tetrahydrofuran (123 mL) under argon; the reaction was then stirred for an additional 55 minutes. A solution of 5-bromo-6-chloropyridine-2-carbonitrile (C28) (8.16 g, 37.5 mmol) in tetrahydrofuran (71 mL) was then added drop-wise and the reaction mixture was stirred for ...